This data is from the Open Reaction Database (ORD), a public repository of structured organic reaction records. The task is: describe an organic reaction: reactants, conditions, products, and yield The reactants are O.Cl.C(C1=CC=CC=C1)N1CC(C=C(C1)C1=CC=C(C=C1)C(F)(F)F)=O (1-benzyl-1,6-dihydro-5-(p-trifluoromethylphenyl)-3-(2H)pyridone hydrochloride hydrate), C([O-])(O)=O.[Na+] (sodium bicarbonate), [BH4-].[Na+] (sodium borohydride). Solvent: C(C)O (ethanol). Product: C(C1=CC=CC=C1)N1CC(=CC(C1)O)C1=CC=C(C=C1)C(F)(F)F (1-Benzyl-5-hydroxy-1,2,5,6-tetrahydro-3-(p-trifluoromethylphenyl)pyridine). The yield is 72.8%. Reaction SMILES: O.Cl.[CH2:3]([N:10]1[CH2:15][C:14]([C:16]2[CH:21]=[CH:20][C:19]([C:22]([F:25])([F:24])[F:23])=[CH:18][CH:17]=2)=[CH:13][C:12](=[O:26])[CH2:11]1)[C:4]1[CH:9]=[CH:8][CH:7]=[CH:6][CH:5]=1.C(=O)(O)[O-].[Na+].[BH4-].[Na+]>C(O)C>[CH2:3]([N:10]1[CH2:11][CH:12]([OH:26])[CH:13]=[C:14]([C:16]2[CH:17]=[CH:18][C:19]([C:22]([F:25])([F:23])[F:24])=[CH:20][CH:21]=2)[CH2:15]1)[C:4]1[CH:9]=[CH:8][CH:7]=[CH:6][CH:5]=1 |f:0.1.2,3.4,5.6|. Reported procedure: A solution of 1-benzyl-1,6-dihydro-5-(p-trifluoromethylphenyl)-3-(2H)pyridone hydrochloride hydrate (11.6 g) in ethanol (250 ml) was treated with sodium bicarbonate (2 g) followed by sodium borohydride (1.5 g). After 2 hours the solvents were removed under reduced pressure and the residue partitioned between water (100 ml) and ether (400 ml). The organic phase was dried and the solvent removed under reduced pressure. Recrystallisation of the residue from cyclohexane gave the title compound (7.3 ...